Dataset: the Open Reaction Database (ORD), a public repository of structured organic reaction records. Task: describe an organic reaction: reactants, conditions, products, and yield Reactants: ClC1=CC=C(C=C1)C(=O)C1CC1 (cyclopropyl (4-chlorophenyl) ketone), C[Si](C1SCCCS1)(C)C (2-trimethylsilyl-1,3-dithiane), C(CCC)[Li] (n-butyllithium), aqueous solution, [Cl-].[Na+] (sodium chloride). Solvent: O1CCCC1 (tetrahydrofuran), O1CCCC1 (tetrahydrofuran). Conditions: time 15 minute. Product: ClC1=CC=C(C=C1)C(=C1SCCCS1)C1CC1 (2-[(4-chlorophenyl)cyclopropylmethylene]-1,3-dithiane). The yield is 102.2%. RXN SMILES: C[Si](C)(C)[CH:3]1[S:8][CH2:7][CH2:6][CH2:5][S:4]1.C([Li])CCC.[Cl:16][C:17]1[CH:22]=[CH:21][C:20]([C:23]([CH:25]2[CH2:27][CH2:26]2)=O)=[CH:19][CH:18]=1.[Cl-].[Na+]>O1CCCC1>[Cl:16][C:17]1[CH:22]=[CH:21][C:20]([C:23]([CH:25]2[CH2:26][CH2:27]2)=[C:3]2[S:8][CH2:7][CH2:6][CH2:5][S:4]2)=[CH:19][CH:18]=1 |f:3.4|. Procedure: A solution of 16.0 grams (0.083 mole) of 2-trimethylsilyl-1,3-dithiane in 80 mL of tetrahydrofuran was cooled to 0° C., and 39 mL (0.083 mole) of n-butyllithium (2.1M in hexane) was added. The reaction mixture was stirred for 15 minutes, and 15.0 grams (0.083 mole) of cyclopropyl (4-chlorophenyl) ketone in 40 mL of tetrahydrofuran was added via syringe during a five minute period. Upon completion of addition, the reaction mixture was stirred at 0° C. for 15 minutes and then was allowed to warm f...